This data is from the Open Reaction Database (ORD), a public repository of structured organic reaction records. The task is: describe an organic reaction: reactants, conditions, products, and yield Starting materials: [N-]=[N+]=[N-], [Na+], CS(=O)(=O)OCC1CN(c2ccc(N3Cc4ccccc4C3=O)c(F)c2)C(=O)O1, CN(C)C=O, O. The product is [N-]=[N+]=NCC1CN(c2ccc(N3Cc4ccccc4C3=O)c(F)c2)C(=O)O1. As a reaction SMILES: [N-:31]=[N+:32]=[N-:33].[Na+:30].[O:1]=[C:2]1[N:3]([c:11]2[c:12]([F:29])[cH:13][c:14]([N:17]3[C:18](=[O:28])[O:19][CH:20]([CH2:22][O:23][S:24]([CH3:25])(=[O:26])=[O:27])[CH2:21]3)[cH:15][cH:16]2)[CH2:4][c:5]2[cH:6][cH:7][cH:8][cH:9][c:10]21.[O:35]=[CH:36][N:37]([CH3:38])[CH3:39].[OH2:34]>>[O:1]=[C:2]1[N:3]([c:11]2[c:12]([F:29])[cH:13][c:14]([N:17]3[C:18](=[O:28])[O:19][CH:20]([CH2:22][N:31]=[N+:32]=[N-:33])[CH2:21]3)[cH:15][cH:16]2)[CH2:4][c:5]2[cH:6][cH:7][cH:8][cH:9][c:10]21. The reactants are C(C1=CC=CC=C1)OC1=C(C=C[N+](=O)[O-])C(=CC=C1OCC)[N+](=O)[O-] (2-benzyloxy-3-ethoxy-6,β-dinitrostyrene), C(C1=CC=CC=C1)OC1=C(C=C[N+](=O)[O-])C(=CC=C1OC)[N+](=O)[O-] (2-benzyloxy-3-methoxy-6,β-dinitrostyrene). The product is C(C1=CC=CC=C1)OC1=C2C=CNC2=CC=C1OC (4-benzyloxy-5-methoxyindole). As a reaction SMILES: [CH2:1]([O:8][C:9]1[C:19]([O:20][CH2:21]C)=[CH:18][CH:17]=[C:16]([N+:23]([O-])=O)[C:10]=1[CH:11]=[CH:12][N+]([O-])=O)[C:2]1[CH:7]=[CH:6][CH:5]=[CH:4][CH:3]=1.C(OC1C(OC)=CC=C([N+]([O-])=O)C=1C=C[N+]([O-])=O)C1C=CC=CC=1>>[CH2:1]([O:8][C:9]1[C:19]([O:20][CH3:21])=[CH:18][CH:17]=[C:16]2[C:10]=1[CH:11]=[CH:12][NH:23]2)[C:2]1[CH:3]=[CH:4][CH:5]=[CH:6][CH:7]=1. Reported procedure: This compound is obtained according to the operating method described in Example lc, in which the 2-benzyloxy-3-ethoxy-6,β-dinitrostyrene is replaced with 2-benzyloxy-3-methoxy-6,β-dinitrostyrene. A white powder (yield =86%, m.p. =83°-84° C.) is obtained.